From a dataset of the Open Reaction Database (ORD), a public repository of structured organic reaction records. describe an organic reaction: reactants, conditions, products, and yield Reactants: BrCC(=O)CBr (1,3-Dibromoacetone), NC(=S)N (thiourea), CO (methanol), Cl (HCl). Solvent: O (water). Yields the product COCC=1N=C(SC1)N (4-Methoxymethyl-thiazol-2-ylamine). RXN SMILES: Br[CH2:2][C:3]([CH2:5]Br)=O.[NH2:7][C:8]([NH2:10])=[S:9].Cl.[CH3:12][OH:13]>O>[CH3:12][O:13][CH2:2][C:3]1[N:7]=[C:8]([NH2:10])[S:9][CH:5]=1. Reported procedure: 1,3-Dibromoacetone (15 g, 52 mmol) and thiourea (4.05 g, 53.2 mmol, 1.02 equiv.) in methanol were refluxed overnight. The reaction mixture was diluted with water and the pH was adjusted to 1 with HCl 25%, followed by extraction with ethyl acetate. The pH of the aqueous layer was adjusted to 8-9 using solid sodium carbonate. The aqueous layer was extracted with ethyl acetate, and the combined organic extracts were washed with brine, dried over magnesiumsulfat dihydrate, filtered and evaporated. T... Starting materials: OC1=CC(=C(C=O)C=C1)C (4-hydroxy-2-methylbenzaldehyde), CS(=O)(=O)OC1CN(C1)C(=O)OC(C)(C)C (tert-butyl 3-(methylsulfonyloxy)azetidine-1-carboxylate), O (Water), [H-].[Na+] (sodium hydride). Solvent: CN(C)C=O (DMF), CN(C)C=O (DMF), CN(C)C=O (DMF). Conditions: temperature 100 celsius, time 30 minute. The product is C(=O)C1=C(C=C(OC2CN(C2)C(=O)OC(C)(C)C)C=C1)C (tert-Butyl 3-(4-formyl-3-methylphenoxy)azetidine-1-carboxylate). RXN SMILES: [H-].[Na+].[OH:3][C:4]1[CH:11]=[CH:10][C:7]([CH:8]=[O:9])=[C:6]([CH3:12])[CH:5]=1.CS(O[CH:18]1[CH2:21][N:20]([C:22]([O:24][C:25]([CH3:28])([CH3:27])[CH3:26])=[O:23])[CH2:19]1)(=O)=O.O>CN(C=O)C>[CH:8]([C:7]1[CH:10]=[CH:11][C:4]([O:3][CH:18]2[CH2:19][N:20]([C:22]([O:24][C:25]([CH3:28])([CH3:27])[CH3:26])=[O:23])[CH2:21]2)=[CH:5][C:6]=1[CH3:12])=[O:9] |f:0.1|. Procedure: A slurry of sodium hydride (60%, 0.12 g, 3.10 mmol) in DMF (4 ml) was cooled by an ice-bath. Under nitrogen, 4-hydroxy-2-methylbenzaldehyde in DMF (2 ml) was added. The mixture was stirred for 30 min and then tert-butyl 3-(methylsulfonyloxy)azetidine-1-carboxylate in DMF (4 ml) was added. The mixture was heated to 100° C. using an oil bath for 3 days and then cooled to RT. Water (100 ml) was added while stirring. The mixture was extracted trice with EtOAc. The combined organic solutions were dri...